Dataset: the Open Reaction Database (ORD), a public repository of structured organic reaction records. Task: describe an organic reaction: reactants, conditions, products, and yield Starting materials: CC(C)C=1N=C(NC1C1=CC=C(C=C1)SC)C(N)(C(F)(F)F)C(F)(F)F (4-(1-methylethyl)-5-(4-methylthiophenyl)-α,α-bis(trifluoromethyl)-1H-imidazole-2-methanamine), OOS(=O)[O-].[K+] (Oxone), S(=O)(=O)(O)OOS(=O)(=O)[O-].[K+] (potassium hydrogen persulfate), CO (methanol). Conditions: time 8 hour. Product: CC(C)C=1N=C(NC1C1=CC=C(C=C1)S(=O)(=O)C)C(N)(C(F)(F)F)C(F)(F)F (4-(1-Methylethyl)-5-(4-methylsulfonylphenyl)-α,α-bis(trifluoromethyl)-1H-imidazole-2-methanamine). As a reaction SMILES: [CH3:1][CH:2]([C:4]1[N:5]=[C:6]([C:17]([C:23]([F:26])([F:25])[F:24])([C:19]([F:22])([F:21])[F:20])[NH2:18])[NH:7][C:8]=1[C:9]1[CH:14]=[CH:13][C:12](SC)=[CH:11][CH:10]=1)[CH3:3].O[O:28][S:29]([O-:31])=O.[K+].S(OOS([O-])(=O)=O)(O)(=O)=O.[K+].[CH3:44]O>>[CH3:1][CH:2]([C:4]1[N:5]=[C:6]([C:17]([C:23]([F:26])([F:24])[F:25])([C:19]([F:20])([F:21])[F:22])[NH2:18])[NH:7][C:8]=1[C:9]1[CH:10]=[CH:11][C:12]([S:29]([CH3:44])(=[O:31])=[O:28])=[CH:13][CH:14]=1)[CH3:3] |f:1.2,3.4|. Procedure details: A mixture of 1.8 g (4.5 mmoles) of 4-(1-methylethyl)-5-(4-methylthiophenyl)-α,α-bis(trifluoromethyl)-1H-imidazole-2-methanamine, 7.25 g (11.8 mmoles) of Oxone® (potassium hydrogen persulfate) and 50 ml of methanol were stirred together overnight. The solid was filtered off and the filtrate was evaporated in vacuo. The residue was partitioned between ethyl acetate and water and the layers were separated. The organic layer was washed with water and brine, dried over anhydrous magnesium sulfate and... Reactants: ClCCCl, O=CN(CC(CC1CCCC1)C(=O)O)OC1CCCCO1, Cc1nc(NN)c(F)c(NCc2csc(N)n2)n1, CN(C)C=O, On1nnc2cccnc21. Product: Cc1nc(NCc2csc(N)n2)c(F)c(NNC(=O)C(CC2CCCC2)CN(C=O)OC2CCCCO2)n1. As a reaction SMILES: [CH2:50]([Cl:51])[CH2:52][Cl:53].[CH:19]1([CH2:24][CH:25]([C:26](=[O:27])[OH:28])[CH2:29][N:30]([O:31][CH:32]2[O:33][CH2:34][CH2:35][CH2:36][CH2:37]2)[CH:38]=[O:39])[CH2:20][CH2:21][CH2:22][CH2:23]1.[NH2:1][c:2]1[s:3][cH:4][c:5]([CH2:7][NH:8][c:9]2[c:10]([F:18])[c:11]([NH:16][NH2:17])[n:12][c:13]([CH3:15])[n:14]2)[n:6]1.[O:54]=[CH:55][N:56]([CH3:57])[CH3:58].[OH:40][n:41]1[c:42]2[n:43][cH:44][cH:45][cH:46][c:47]2[n:48][n:49]1>>[NH2:1][c:2]1[s:3][cH:4][c:5]([CH2:7][NH:8][c:9]2[c:10]([F:18])[c:11]([NH:16][NH:17][C:26]([CH:25]([CH2:24][CH:19]3[CH2:20][CH2:21][CH2:22][CH2:23]3)[CH2:29][N:30]([O:31][CH:32]3[O:33][CH2:34][CH2:35][CH2:36][CH2:37]3)[CH:38]=[O:39])=[O:27])[n:12][c:13]([CH3:15])[n:14]2)[n:6]1.